This data is from the Open Reaction Database (ORD), a public repository of structured organic reaction records. The task is: describe an organic reaction: reactants, conditions, products, and yield The product is NC=1SC=C(N1)C(C(=O)OCC)=NOCC(C)C (ethyl 2-(2-aminothiazol-4-yl)-2-iso-butoxyiminoacetate). As a reaction SMILES: [CH2:1]([O:5][N:6]=[C:7]([C:13](=O)[CH2:14]Cl)[C:8]([O:10][CH2:11][CH3:12])=[O:9])[CH:2]([CH3:4])[CH3:3].[NH2:17][C:18]([NH2:20])=[S:19].C(O)C>O>[NH2:20][C:18]1[S:19][CH:14]=[C:13]([C:7](=[N:6][O:5][CH2:1][CH:2]([CH3:4])[CH3:3])[C:8]([O:10][CH2:11][CH3:12])=[O:9])[N:17]=1. Reported procedure: Ethyl 2-iso-butoxyimino-4-chloro-3-oxobutyrate (syn isomer, 31.9 g.), thiourea (9.72 g.), sodium acetate 3-hydrate (17.4 g.), ethanol (120 ml.) and water (80 ml.) were treated in a similar manner to that of Example F-(3) to give ethyl 2-(2-aminothiazol-4-yl)-2-iso-butoxyiminoacetate (syn isomer, 17.6 g.), mp 122° to 124° C. The yield is 50.8%. Reactants: C(C(C)C)ON=C(C(=O)OCC)C(CCl)=O (Ethyl 2-iso-butoxyimino-4-chloro-3-oxobutyrate), NC(=S)N (thiourea), sodium acetate 3-hydrate, C(C)O (ethanol). The solvent is O (water). Reactants: COc1ccc(COC(=O)C2=C(C)CSC3C(NC(=O)OC(C)(C)C)C(=O)N23)cc1, C=C(OC)N(C)C, CN(C)C=O. Yields the product COc1ccc(COC(=O)C2=C(C=C(C)N(C)C)CSC3C(NC(=O)OC(C)(C)C)C(=O)N23)cc1. Reaction SMILES: [C:8]([CH3:9])([CH3:10])([CH3:11])[O:12][C:13](=[O:14])[NH:15][CH:16]1[CH:17]2[S:18][CH2:19][C:20]([CH3:37])=[C:21]([C:25](=[O:26])[O:27][CH2:28][c:29]3[cH:30][cH:31][c:32]([O:35][CH3:36])[cH:33][cH:34]3)[N:22]2[C:23]1=[O:24].[CH3:1][N:2]([C:3](=[CH2:4])[O:5][CH3:6])[CH3:7].[CH3:38][N:39]([CH3:40])[CH:41]=[O:42]>>[CH3:1][N:2]([C:3]([CH3:4])=[CH:37][C:20]1=[C:21]([C:25](=[O:26])[O:27][CH2:28][c:29]2[cH:30][cH:31][c:32]([O:35][CH3:36])[cH:33][cH:34]2)[N:22]2[CH:17]([CH:16]([NH:15][C:13]([O:12][C:8]([CH3:9])([CH3:10])[CH3:11])=[O:14])[C:23]2=[O:24])[S:18][CH2:19]1)[CH3:7]. Starting materials: CO, [K+], [OH-], O, O=CNc1ccccc1C1(O)CCC1. Yields the product Nc1ccccc1C1(O)CCC1. As a reaction SMILES: [CH3:17][OH:18].[K+:16].[OH-:15].[OH2:19].[OH:1][C:2]1([c:6]2[c:7]([NH:12][CH:13]=[O:14])[cH:8][cH:9][cH:10][cH:11]2)[CH2:3][CH2:4][CH2:5]1>>[OH:1][C:2]1([c:6]2[c:7]([NH2:12])[cH:8][cH:9][cH:10][cH:11]2)[CH2:3][CH2:4][CH2:5]1. Starting materials: ( 18.2 ), C1=CC=CC=2C3=C(NC4=C(C21)C=CC=C4)C=CC=C3 (9H-tribenz[b,d,f]azepin), BrC1=CC=C(C=C1)I (1-bromo-4-iodo-benzene), [OH-].[K+] (potassium hydroxide), C1CCCC2CCCCC12 (decalin). Reagents/catalysts: [Cu] (copper). Run in C(Cl)(Cl)Cl (chloroform). Run at temperature 200 celsius. Yields the product IC1=CC=C(C=C1)N1C2=C(C3=C(C4=C1C=CC=C4)C=CC=C3)C=CC=C2 (9-(4-iodophenyl)-tribenz[b,d,f]azepin). Yield: 52.1%. RXN SMILES: [CH:1]1[C:11]2[C:10]3[CH:12]=[CH:13][CH:14]=[CH:15][C:9]=3[NH:8][C:7]3[CH:16]=[CH:17][CH:18]=[CH:19][C:6]=3[C:5]=2[CH:4]=[CH:3][CH:2]=1.Br[C:21]1[CH:26]=[CH:25][C:24]([I:27])=[CH:23][CH:22]=1.[OH-].[K+].C1C2C(CCCC2)CCC1>[Cu].C(Cl)(Cl)Cl>[I:27][C:24]1[CH:25]=[CH:26][C:21]([N:8]2[C:9]3[CH:15]=[CH:14][CH:13]=[CH:12][C:10]=3[C:11]3[CH:1]=[CH:2][CH:3]=[CH:4][C:5]=3[C:6]3[CH:19]=[CH:18][CH:17]=[CH:16][C:7]2=3)=[CH:22][CH:23]=1 |f:2.3|. Procedure: Eighteen point two (18.2) grams (75 mmol) of 9H-tribenz[b,d,f]azepin, 63.7 g (225 mmol) of 1-bromo-4-iodo-benzene, 5.0 g (90 mmol) of potassium hydroxide, and 2.0 g (31 mmol) of a copper powder were mixed with 50 ml of decalin and stirred by heating under a nitrogen gas current for about one week at outer temperature of 200° C. After the temperature of the reaction solution was lowered to near room temperature, chloroform was added thereto, and the solution was filtered through Celite to remove ... Starting materials: C(#N)C1=CC=C(C=C1)C1=CC=C(C=C1)O (4'-cyano-4-hydroxy-biphenyl), N1=CC=CC=C1 (pyridine), C(CCCCC)OC(=O)Cl (chloroformic acid n-hexyl ester). The solvent is C1=CC=CC=C1 (benzene). Yields the product C(OC1=CC=C(C=C1)C1=CC=C(C=C1)C#N)(OCCCCCC)=O (4'-cyano-4-biphenylyl n-hexyl carbonate). As a reaction SMILES: [C:1]([C:3]1[CH:8]=[CH:7][C:6]([C:9]2[CH:14]=[CH:13][C:12]([OH:15])=[CH:11][CH:10]=2)=[CH:5][CH:4]=1)#[N:2].N1C=CC=CC=1.[CH2:22]([O:28][C:29](Cl)=[O:30])[CH2:23][CH2:24][CH2:25][CH2:26][CH3:27]>C1C=CC=CC=1>[C:29](=[O:30])([O:28][CH2:22][CH2:23][CH2:24][CH2:25][CH2:26][CH3:27])[O:15][C:12]1[CH:13]=[CH:14][C:9]([C:6]2[CH:5]=[CH:4][C:3]([C:1]#[N:2])=[CH:8][CH:7]=2)=[CH:10][CH:11]=1. Procedure details: 0.976 G. of 4'-cyano-4-hydroxy-biphenyl are dissolved in 10 ml. of absolute pyridine and reacted with 0.988 g. of chloroformic acid n-hexyl ester as in Example 1. The 1.675 g. of yellowish, turbid, partially crystallized oil obtained according to the procedure in Example 1 is dissolved in benzene and chromatographed on 80 g.of silica gel. Benzene elutes 1.530 g. of colorless crystals which are recrystallized from ether-hexane up to constant melting point and clearing point. The pure 4'-cyano-4-b...